From a dataset of the Open Reaction Database (ORD), a public repository of structured organic reaction records. describe an organic reaction: reactants, conditions, products, and yield Starting materials: [Br-], OCCBr, CC[N+](CC)(CC)CC, ClCCl, OC1OC(COCc2ccccc2)C(OCc2ccccc2)C(OCc2ccccc2)C1OCc1ccccc1, C[Si](C)(C)Br, Br[Co]Br. The product is BrCCOC1OC(COCc2ccccc2)C(OCc2ccccc2)C(OCc2ccccc2)C1OCc1ccccc1. RXN SMILES: [Br-:50].[Br:46][CH2:47][CH2:48][OH:49].[CH2:51]([N+:52]([CH2:53][CH3:54])([CH2:55][CH3:56])[CH2:57][CH3:58])[CH3:59].[CH2:60]([Cl:61])[Cl:62].[CH2:6]([c:7]1[cH:8][cH:9][cH:10][cH:11][cH:12]1)[O:13][CH:14]1[CH:15]([OH:16])[O:17][CH:18]([CH2:37][O:38][CH2:39][c:40]2[cH:41][cH:42][cH:43][cH:44][cH:45]2)[CH:19]([O:29][CH2:30][c:31]2[cH:32][cH:33][cH:34][cH:35][cH:36]2)[CH:20]1[O:21][CH2:22][c:23]1[cH:24][cH:25][cH:26][cH:27][cH:28]1.[CH3:1][Si:2]([Br:3])([CH3:4])[CH3:5].[Co:63]([Br:64])[Br:65]>>[CH2:6]([c:7]1[cH:8][cH:9][cH:10][cH:11][cH:12]1)[O:13][CH:14]1[CH:15]([O:16][CH2:48][CH2:47][Br:46])[O:17][CH:18]([CH2:37][O:38][CH2:39][c:40]2[cH:41][cH:42][cH:43][cH:44][cH:45]2)[CH:19]([O:29][CH2:30][c:31]2[cH:32][cH:33][cH:34][cH:35][cH:36]2)[CH:20]1[O:21][CH2:22][c:23]1[cH:24][cH:25][cH:26][cH:27][cH:28]1. Starting materials: [OH-].[K+] (KOH), O1C(=CC=C1)C(OCC(=O)O)CCCC (4-(2-furyl)-3-oxaoctanoic acid), CN(C(=N)N[N+](=O)[O-])N=O (1-methyl-3-nitro-1-nitrosoguanidine), [N+](=[N-])=C (diazomethane). The solvent is CCOCC (ether), CCOCC (ether). Product: O1C(=CC=C1)C(OCC(=O)OC)CCCC (Methyl 4-(2-furyl)-3-oxaoctanoate). As a reaction SMILES: [O:1]1[CH:5]=[CH:4][CH:3]=[C:2]1[CH:6]([CH2:12][CH2:13][CH2:14][CH3:15])[O:7][CH2:8][C:9]([OH:11])=[O:10].[N+](=[CH2:18])=[N-].CN(N=O)C(N[N+]([O-])=O)=N.[OH-].[K+]>CCOCC>[O:1]1[CH:5]=[CH:4][CH:3]=[C:2]1[CH:6]([CH2:12][CH2:13][CH2:14][CH3:15])[O:7][CH2:8][C:9]([O:11][CH3:18])=[O:10] |f:3.4|. Reported procedure: Crude acid from example 84 (25 g, 118 mmol) was dissolved in ether and treated with excess diazomethane (generated by adding 1-methyl-3-nitro-1-nitrosoguanidine (MNNG) to a mixture of 40% KOH (aq) and ether at 0° C.). Excess diazomethane was quenched with acetic acid after 30 m. Vacuum distillation gave 18.8 g (70%): [α]25D -100°; bp 100°-109° C. (0.5 mmHg); 1H NMR (300 MHz, CDCl3) δ 7.40 (1H, dd, J=1 Hz), 6.34 (1H, dd, J=1 Hz), 6.29 (1H, dd, J=1 Hz), 4.43 (1H, t, J=7 Hz), 4.00 (2H, q, J=16 Hz),... The reactants are ClC1=CC=C(CN2C=NC=C(C2=O)Br)C=C1 (3-(4-chlorobenzyl)-5-bromopyrimidin-4(3H)-one), C(C1=CC=CC=C1)OC1=C(C=C(C=C1)B(O)O)F (4-benzyloxy-3-fluorophenylboronic acid), [Li+].[Cl-] (LiCl), C([O-])([O-])=O.[Na+].[Na+] (sodium carbonate). Reagents/catalysts: C=1C=CC(=CC1)[P](C=2C=CC=CC2)(C=3C=CC=CC3)[Pd]([P](C=4C=CC=CC4)(C=5C=CC=CC5)C=6C=CC=CC6)([P](C=7C=CC=CC7)(C=8C=CC=CC8)C=9C=CC=CC9)[P](C=1C=CC=CC1)(C=1C=CC=CC1)C=1C=CC=CC1 (Pd(PPh3)4). Run in O1CCOCC1 (dioxane), C(C)(=O)OCC (ethyl acetate), O (water). Conditions: temperature 10 celsius, time 1 hour. Yields the product ClC1=CC=C(CN2C=NC=C(C2=O)C2=CC(=C(C=C2)OCC2=CC=CC=C2)F)C=C1 (3-(4-chlorobenzyl)-5-(4-(benzyloxy)-3-fluorophenyl)pyrimidin-4(3H)-one). Yield: 31.1%. RXN SMILES: [Cl:1][C:2]1[CH:16]=[CH:15][C:5]([CH2:6][N:7]2[C:12](=[O:13])[C:11](Br)=[CH:10][N:9]=[CH:8]2)=[CH:4][CH:3]=1.[CH2:17]([O:24][C:25]1[CH:30]=[CH:29][C:28](B(O)O)=[CH:27][C:26]=1[F:34])[C:18]1[CH:23]=[CH:22][CH:21]=[CH:20][CH:19]=1.[Li+].[Cl-].C(=O)([O-])[O-].[Na+].[Na+]>C(OCC)(=O)C.C1C=CC([P]([Pd]([P](C2C=CC=CC=2)(C2C=CC=CC=2)C2C=CC=CC=2)([P](C2C=CC=CC=2)(C2C=CC=CC=2)C2C=CC=CC=2)[P](C2C=CC=CC=2)(C2C=CC=CC=2)C2C=CC=CC=2)(C2C=CC=CC=2)C2C=CC=CC=2)=CC=1.O.O1CCOCC1>[Cl:1][C:2]1[CH:16]=[CH:15][C:5]([CH2:6][N:7]2[C:12](=[O:13])[C:11]([C:28]3[CH:29]=[CH:30][C:25]([O:24][CH2:17][C:18]4[CH:19]=[CH:20][CH:21]=[CH:22][CH:23]=4)=[C:26]([F:34])[CH:27]=3)=[CH:10][N:9]=[CH:8]2)=[CH:4][CH:3]=1 |f:2.3,4.5.6,^1:52,54,73,92|. Procedure: To a round bottom flask was added 3-(4-chlorobenzyl)-5-bromopyrimidin-4(3H)-one (0.388 g, 1.30 mmol), 4-benzyloxy-3-fluorophenylboronic acid (0.382 g, 1.55 mmol), Pd(PPh3)4 (0.0748 g, 0.0648 mmol), LiCl (0.275 g, 6.48 mmol), dioxane (10 mL) and 2 M aqueous sodium carbonate solution (5 mL). The reaction mixture was stirred at 10° C. for 1 hour, then quenched the reaction by pouring the mixture into water and diluting with ethyl acetate. The organic layer washed with brine, dried with Na2SO4, filt... Reactants: NC(C(=O)N(CC=1C=CC=C2C=NNC12)CC(OCC)OCC)CC1=CC=C(C=C1)OC(C)(C)C (2-Amino-3-(4-tert-butoxy-phenyl)-N-(2,2-diethoxy-ethyl)-N-(1H-indazol-7-ylmethyl)-propionamide), C(C1=CC=CC=C1)NC(N[C@@H](CC(=O)O)CC=C)=O ((3R)-3-(3-Benzyl-ureido)-hex-5-enoic acid), CCN=C=NCCCN(C)C.Cl (EDCl), C=1C=CC2=C(C1)N=NN2O (HOBt), CCN(C(C)C)C(C)C (DIEA). Run in CCOC(=O)C (EtOAc), C(Cl)Cl (CH2Cl2), C(Cl)Cl (CH2Cl2). Run at time 40 minute. Yields the product C(C1=CC=CC=C1)NC(NC(CC(=O)O)CC=C)=O (3-(3-Benzyl-ureido)-hex-5-enoic acid). Reaction SMILES: NC(CC1C=CC(OC(C)(C)C)=CC=1)C(N(CC(OCC)OCC)CC1C=CC=C2C=1NN=C2)=O.[CH2:36]([NH:43][C:44](=[O:54])[NH:45][C@H:46]([CH2:51][CH:52]=[CH2:53])[CH2:47][C:48]([OH:50])=[O:49])[C:37]1[CH:42]=[CH:41][CH:40]=[CH:39][CH:38]=1.CCN=C=NCCCN(C)C.Cl.C1C=CC2N(O)N=NC=2C=1.CCN(C(C)C)C(C)C>C(Cl)Cl.CCOC(C)=O>[CH2:36]([NH:43][C:44](=[O:54])[NH:45][CH:46]([CH2:51][CH:52]=[CH2:53])[CH2:47][C:48]([OH:50])=[O:49])[C:37]1[CH:38]=[CH:39][CH:40]=[CH:41][CH:42]=1 |f:2.3|. Procedure: To a solution of 2-Amino-3-(4-tert-butoxy-phenyl)-N-(2,2-diethoxy-ethyl)-N-(1H-indazol-7-ylmethyl)-propionamide in CH2Cl2 (50 mL) was added a solution of (3R)-3-(3-Benzyl-ureido)-hex-5-enoic acid (1.6 g, 6.1 mmol), EDCl (1.17 g, 1.2 eq), HOBt (0.93 g, 1.2 eq), DIEA (2.13 mL, 12.2 mmol) in CH2Cl2(100 mL) stirred for 40 min. The reaction mixture was stirred at room temperature for 14 h, and then diluted with EtOAc, washed with water and brine. The organic layer was dried with Na2SO4 and concentrat... Starting materials: CC(=O)O, O=C1CCC(=O)N1Cl, ClCCl, [K+], [K+], CN1CCc2ncc(N)cc2C1, O=C([O-])[O-], O. The product is CN1CCc2nc(Cl)c(N)cc2C1. As a reaction SMILES: [CH3:30][C:31](=[O:32])[OH:33].[Cl:13][N:14]1[C:15](=[O:16])[CH2:17][CH2:18][C:19]1=[O:20].[Cl:27][CH2:28][Cl:29].[K+:21].[K+:22].[NH2:1][c:2]1[cH:3][n:4][c:5]2[c:10]([cH:11]1)[CH2:9][N:8]([CH3:12])[CH2:7][CH2:6]2.[O-:23][C:24]([O-:25])=[O:26].[OH2:34]>>[NH2:1][c:2]1[c:3]([Cl:13])[n:4][c:5]2[c:10]([cH:11]1)[CH2:9][N:8]([CH3:12])[CH2:7][CH2:6]2. The reactants are N(=[N+]=[N-])C(C(=O)OCC)CCC (ethyl 2-azidopentanoate), [OH-].[Na+] (sodium hydroxide). Procedure details: A solution of ethyl 2-azidopentanoate (3.082 g, 18.0 mmol) in a mixture of methanol (10 ml) and water (5 ml) was treated dropwise with 20 ml of 1M sodium hydroxide (20 mmol, 1.1 equiv). After 1.5 h at room temperature, the methanol was evaporated under reduced pressure and the remaining aqueous phase was washed with ether (2×10 ml) and acidified with dilute HCl (3N) at 0° C. The aqueous phase was extracted with dichloromethane (3×25 ml). The combined organic phases were washed with water and dri... Isolated yield 92.9%. Reaction SMILES: [N:1]([CH:4]([CH2:10][CH2:11][CH3:12])[C:5]([O:7]CC)=[O:6])=[N+:2]=[N-:3].[OH-].[Na+]>CO.O>[N:1]([CH:4]([CH2:10][CH2:11][CH3:12])[C:5]([OH:7])=[O:6])=[N+:2]=[N-:3] |f:1.2|. The solvent is CO (methanol), O (water). Conditions: time 1.5 hour. Product: N(=[N+]=[N-])C(C(=O)O)CCC (2-Azidopentanoic acid). Procedure details: N-(2,2,2-Trichloroethyloxycarbonyl)-glycine (0.75 g, 3 mMol) is suspended in CH2Cl2 (30 ml) and the mixture is stirred under N2 with ice-bath cooling. Oxalyl chloride (0.28 ml, 3.3 mMol) and DMF (0.023 ml, 0.3 mMol) are added thereto, and the mixture is stirred for 1 hour in the cold. The resulting solution is washed with ice-cold water and ice-cold brine, dried briefly over Na2SO4, and filtered. This solution of N-(2,2,2-trichloroethyloxycarbonyl)glycyl chloride is used immediately in the next ... As a reaction SMILES: [Cl:1][C:2]([Cl:13])([Cl:12])[CH2:3][O:4][C:5]([NH:7][CH2:8][C:9](O)=[O:10])=[O:6].C(Cl)(=O)C([Cl:17])=O.CN(C=O)C>C(Cl)Cl>[Cl:1][C:2]([Cl:13])([Cl:12])[CH2:3][O:4][C:5]([NH:7][CH2:8][C:9]([Cl:17])=[O:10])=[O:6]. The product is ClC(COC(=O)NCC(=O)Cl)(Cl)Cl (N-(2,2,2-Trichloroethyloxycarbonyl)-glycyl chloride). Solvent: C(Cl)Cl (CH2Cl2). Starting materials: ClC(COC(=O)NCC(=O)O)(Cl)Cl (N-(2,2,2-Trichloroethyloxycarbonyl)-glycine), C(C(=O)Cl)(=O)Cl (Oxalyl chloride), CN(C)C=O (DMF). Starting materials: powder, C1(CC1)COC1=NC=CC=C1C1=NC2=C(N1CC1=CC=C(C=C1)CCC(=O)O)C=C(C(=C2)F)F (3-{4-[2-(2-Cyclopropylmethoxy-pyridin-3-yl)-5,6-difluoro-benzoimidazol-1-ylmethyl]-phenyl}-propionic acid), ClC1=CC(=C(C=C1)C1=NC2=C(N1CC1CCCCC1)C=C(C(=C2)F)F)OCC2=C(C=CC=C2)Cl (2-[4-Chloro-2-(2-chloro-benzyloxy)-phenyl]-1-cyclohexylmethyl-5,6-difluoro-1H-benzoimidazole), ClC1=CC(=C(C=C1)C1=NC2=C(N1CC1CCCCC1)C=C(C(=C2)F)F)OCC2=C(C=CC=C2)Cl (2-[4-Chloro-2-(2-chloro-benzyloxy)-phenyl]-1-cyclohexylmethyl-5,6-difluoro-1H-benzoimidazole), BrCCCCC (1-bromo-pentane). The product is ClC1=CC(=C(C=C1)C1=NC2=C(N1CCCCC)C=C(C(=C2)F)F)OC (2-(4-Chloro-2-methoxy-phenyl)-5,6-difluoro-1-pentyl-1H-benzoimidazole). As a reaction SMILES: C1(COC2C(C3N(CC4C=CC(CCC(O)=O)=CC=4)C4C=C(F)C(F)=CC=4N=3)=CC=CN=2)CC1.[Cl:35][C:36]1[CH:41]=[CH:40][C:39]([C:42]2[N:46]([CH2:47][CH:48]3CC[CH2:51][CH2:50][CH2:49]3)[C:45]3[CH:54]=[C:55]([F:59])[C:56]([F:58])=[CH:57][C:44]=3[N:43]=2)=[C:38]([O:60][CH2:61]C2C=CC=CC=2Cl)[CH:37]=1.BrCCCCC>>[Cl:35][C:36]1[CH:41]=[CH:40][C:39]([C:42]2[N:46]([CH2:47][CH2:48][CH2:49][CH2:50][CH3:51])[C:45]3[CH:54]=[C:55]([F:59])[C:56]([F:58])=[CH:57][C:44]=3[N:43]=2)=[C:38]([O:60][CH3:61])[CH:37]=1. Reported procedure: The title compound was prepared in analogy to Example 19, intermediate b, from 2-(4-chloro-2-methoxy-phenyl)-5,6-difluoro-1H-benzoimidazole (Example 19, intermediate c) and 1-bromo-pentane (CAS Reg. No. 10-53-2). Brown powder (81%). MS (Turbo Spray): m/z=364.8 (M+H).